This data is from the Open Reaction Database (ORD), a public repository of structured organic reaction records. The task is: describe an organic reaction: reactants, conditions, products, and yield Isolated yield 97.9%. Procedure: Methyl 2-methoxyimino-2-(3-chloro-4-hydroxyphenyl)acetate (syn isomer) (2.6 g.) and a 2 N aqueous solution of sodium hydroxide (10.6 ml.) were treated according to a similar manner to that of Preparation (5-3)(c) to give 2-methoxyimino-2-(3-chloro-4-hydroxyphenyl)acetic acid (syn isomer) (2.4 g.), mp 147° to 150° C. (dec.). Reaction SMILES: [CH3:1][O:2][N:3]=[C:4]([C:9]1[CH:14]=[CH:13][C:12]([OH:15])=[C:11]([Cl:16])[CH:10]=1)[C:5]([O:7]C)=[O:6].[OH-].[Na+]>>[CH3:1][O:2][N:3]=[C:4]([C:9]1[CH:14]=[CH:13][C:12]([OH:15])=[C:11]([Cl:16])[CH:10]=1)[C:5]([OH:7])=[O:6] |f:1.2|. Starting materials: CON=C(C(=O)OC)C1=CC(=C(C=C1)O)Cl (Methyl 2-methoxyimino-2-(3-chloro-4-hydroxyphenyl)acetate), aqueous solution, [OH-].[Na+] (sodium hydroxide), ( 5-3)(c ). Product: CON=C(C(=O)O)C1=CC(=C(C=C1)O)Cl (2-methoxyimino-2-(3-chloro-4-hydroxyphenyl)acetic acid). The reactants are C(C=C)(=O)OC12CC3(CC(CC(C1)C3)C2)C(=O)O (1-acryloyloxy-3-carboxyadamantane), C=C(C)C (isobutene), S(O)(O)(=O)=O (sulfuric acid). Solvent: ClCCl (dichloromethane). Reaction conditions: temperature 0 celsius, time 24 hour. The product is C(C=C)(=O)OC12CC3(CC(CC(C1)C3)C2)C(=O)OC(C)(C)C (1-Acryloyloxy-3-t-butoxycarbonyladamantane). Yield: 81.0%. As a reaction SMILES: [C:1]([O:5][C:6]12[CH2:15][CH:10]3[CH2:11][CH:12]([CH2:14][C:8]([C:16]([OH:18])=[O:17])([CH2:9]3)[CH2:7]1)[CH2:13]2)(=[O:4])[CH:2]=[CH2:3].[CH2:19]=[C:20]([CH3:22])[CH3:21].S(=O)(=O)(O)O>ClCCl>[C:1]([O:5][C:6]12[CH2:15][CH:10]3[CH2:11][CH:12]([CH2:14][C:8]([C:16]([O:18][C:20]([CH3:22])([CH3:21])[CH3:19])=[O:17])([CH2:9]3)[CH2:7]1)[CH2:13]2)(=[O:4])[CH:2]=[CH2:3]. Procedure details: A mixture of 5 mmole of the above-prepared 1-acryloyloxy-3-carboxyadamantane, 50 mmole of isobutene, 0.5 mmole of sulfuric acid and 50 ml of dichloromethane was stirred at 0° C. for 24 hours. After concentrating the reaction mixture, the concentrate was subjected to column chromatography on a silica gel to thereby yield the title compound in a yield of 81%. Starting materials: [Br-], O=C([O-])[O-], COC(CCl)OC, Cl, [K+], [K+], CCN(CC)CCNC(=O)c1cc(Cl)c(N)cc1O, [Na+], CN(C)C=O. RXN SMILES: [Br-:35].[C:28](=[O:29])([O-:30])[O-:31].[CH3:21][O:22][CH:23]([CH2:24][Cl:25])[O:26][CH3:27].[ClH:1].[K+:32].[K+:33].[NH2:2][c:3]1[cH:4][c:5]([OH:20])[c:6]([C:7](=[O:8])[NH:9][CH2:10][CH2:11][N:12]([CH2:13][CH3:14])[CH2:15][CH3:16])[cH:17][c:18]1[Cl:19].[Na+:34].[O:36]=[CH:37][N:38]([CH3:39])[CH3:40]>>[NH2:2][c:3]1[cH:4][c:5]([O:20][CH2:24][CH:23]([O:22][CH3:21])[O:26][CH3:27])[c:6]([C:7](=[O:8])[NH:9][CH2:10][CH2:11][N:12]([CH2:13][CH3:14])[CH2:15][CH3:16])[cH:17][c:18]1[Cl:19]. The product is CCN(CC)CCNC(=O)c1cc(Cl)c(N)cc1OCC(OC)OC.